From a dataset of the Open Reaction Database (ORD), a public repository of structured organic reaction records. describe an organic reaction: reactants, conditions, products, and yield Reactants: ClC1=C(C=CC=C1)C1C(=C(NC(=C1C(=O)OC)C)COCC(CC(=O)OCC)=O)C(=O)OCC (ethyl 4-{[4-(2-chlorophenyl)-3-ethoxycarbonyl-5-methoxycarbonyl-6-methyl-1,4-dihydropyridin-2-yl]methoxy}acetoacetate), O.NN (hydrazine hydrate). Run in C(C)O (ethanol). The product is ClC1=C(C=CC=C1)C1C(=C(NC(=C1C(=O)OC)C)COCC1=CC(N=N1)=O)C(=O)OCC (5-{[4-(2-Chlorophenyl)-3-ethoxycarbonyl-5-methoxycarbonyl-6-methyl-1,4-dihydropyridin-2-yl]methoxymethyl}-3-pyrazolone). Yield: 38.7%. As a reaction SMILES: [Cl:1][C:2]1[CH:7]=[CH:6][CH:5]=[CH:4][C:3]=1[CH:8]1[C:13]([C:14]([O:16][CH3:17])=[O:15])=[C:12]([CH3:18])[NH:11][C:10]([CH2:19][O:20][CH2:21][C:22](=O)[CH2:23][C:24]([O:26]CC)=O)=[C:9]1[C:30]([O:32][CH2:33][CH3:34])=[O:31].O.[NH2:36][NH2:37]>C(O)C>[Cl:1][C:2]1[CH:7]=[CH:6][CH:5]=[CH:4][C:3]=1[CH:8]1[C:13]([C:14]([O:16][CH3:17])=[O:15])=[C:12]([CH3:18])[NH:11][C:10]([CH2:19][O:20][CH2:21][C:22]2[N:37]=[N:36][C:24](=[O:26])[CH:23]=2)=[C:9]1[C:30]([O:32][CH2:33][CH3:34])=[O:31] |f:1.2|. Reported procedure: A solution of ethyl 4-{[4-(2-chlorophenyl)-3-ethoxycarbonyl-5-methoxycarbonyl-6-methyl-1,4-dihydropyridin-2-yl]methoxy}acetoacetate (0.50 g) and hydrazine hydrate (0.50 g) in ethanol (20 ml) was kept at room temperature for 4 days and then evaporated. The residue was purified by chromatography on silica gel (1.0 g) using dichloromethane plus 0-5% by volume of methanol as eluant. Appropriate fractions were combined and evaporated and the residue crystallised from ethyl acetate to give the title c... Starting materials: [BH4-], CN(C)Cc1cc2c(o1)CN(C(=O)c1ccc(C(=O)c3ccccc3)cc1)CC2, CO, Cl, [Na+], [Na+], [OH-]. The product is CN(C)Cc1cc2c(o1)CN(C(=O)c1ccc(C(O)c3ccccc3)cc1)CC2. RXN SMILES: [BH4-:31].[CH3:2][N:3]([CH3:4])[CH2:5][c:6]1[cH:7][c:8]2[c:9]([o:30]1)[CH2:10][N:11]([C:14]([c:15]1[cH:16][cH:17][c:18]([C:21]([c:22]3[cH:23][cH:24][cH:25][cH:26][cH:27]3)=[O:28])[cH:19][cH:20]1)=[O:29])[CH2:12][CH2:13]2.[CH3:35][OH:36].[ClH:1].[Na+:32].[Na+:34].[OH-:33]>>[CH3:2][N:3]([CH3:4])[CH2:5][c:6]1[cH:7][c:8]2[c:9]([o:30]1)[CH2:10][N:11]([C:14]([c:15]1[cH:16][cH:17][c:18]([CH:21]([c:22]3[cH:23][cH:24][cH:25][cH:26][cH:27]3)[OH:28])[cH:19][cH:20]1)=[O:29])[CH2:12][CH2:13]2. Solvent: O (water), CO (methanol), C1=CC=CC=C1 (benzene). RXN SMILES: [C:1]([NH:4][C:5]1[CH:10]=[CH:9][C:8]([OH:11])=[CH:7][CH:6]=1)(=[O:3])[CH3:2].C[O-].[Na+].[I-].[K+].Br[CH:18]([C:23]1[CH:28]=[CH:27][C:26]([O:29][C:30]2[CH:35]=[CH:34][C:33]([Cl:36])=[CH:32][CH:31]=2)=[CH:25][CH:24]=1)[C:19]([O:21][CH3:22])=[O:20]>CO.C1C=CC=CC=1.O>[C:1]([NH:4][C:5]1[CH:10]=[CH:9][C:8]([O:11][CH:18]([C:23]2[CH:28]=[CH:27][C:26]([O:29][C:30]3[CH:31]=[CH:32][C:33]([Cl:36])=[CH:34][CH:35]=3)=[CH:25][CH:24]=2)[C:19]([O:21][CH3:22])=[O:20])=[CH:7][CH:6]=1)(=[O:3])[CH3:2] |f:1.2,3.4|. Reported procedure: To a solution of 3.78 g of p-acetamidophenol, 1.1 g of sodium methoxide, and 50 mg of potassium iodide in 40 ml of methanol is added 7.11 g of methyl α-bromo-α-[p-(p-chlorophenoxy)phenyl]acetate in 15 ml of benzene. The mixture is refluxed for 20 hours, poured into ice and water and extracted with chloroform. The chloroform extracts are washed with 10% potassium carbonate and with water. The extract is dried over magnesium sulfate and concentrated to a gum under vacuum. Petroleum ether is added ... Product: C(C)(=O)NC1=CC=C(OC(C(=O)OC)C2=CC=C(C=C2)OC2=CC=C(C=C2)Cl)C=C1 (Methyl α-(p-acetamidophenoxy)-α-[p-(p-chlorophenoxy)phenyl]acetate). The reactants are C(C)(=O)NC1=CC=C(C=C1)O (p-acetamidophenol), C[O-].[Na+] (sodium methoxide), [I-].[K+] (potassium iodide), BrC(C(=O)OC)C1=CC=C(C=C1)OC1=CC=C(C=C1)Cl (methyl α-bromo-α-[p-(p-chlorophenoxy)phenyl]acetate). Reactants: CC#N, O=C(Cl)CCl, CCCCCNc1nc(N)nc(C)c1CCCNCc1cccc(CC(=O)OC)c1. Product: CCCCCNc1nc(N)nc(C)c1CCCN(Cc1cccc(CC(=O)OC)c1)C(=O)CCl. RXN SMILES: [CH3:36][C:37]#[N:38].[Cl:31][CH2:32][C:33](=[O:34])[Cl:35].[NH2:1][c:2]1[n:3][c:4]([NH:25][CH2:26][CH2:27][CH2:28][CH2:29][CH3:30])[c:5]([CH2:9][CH2:10][CH2:11][NH:12][CH2:13][c:14]2[cH:15][c:16]([CH2:20][C:21](=[O:22])[O:23][CH3:24])[cH:17][cH:18][cH:19]2)[c:6]([CH3:8])[n:7]1>>[NH2:1][c:2]1[n:3][c:4]([NH:25][CH2:26][CH2:27][CH2:28][CH2:29][CH3:30])[c:5]([CH2:9][CH2:10][CH2:11][N:12]([CH2:13][c:14]2[cH:15][c:16]([CH2:20][C:21](=[O:22])[O:23][CH3:24])[cH:17][cH:18][cH:19]2)[C:33]([CH2:32][Cl:31])=[O:34])[c:6]([CH3:8])[n:7]1. Starting materials: CCOC(=O)Cc1ccc(OCC)c(-c2ccc(C(F)(F)F)cc2CN2C(=O)OC(c3ccccc3)C2C)c1, CO, [Li+], [OH-]. Yields the product CCOc1ccc(CC(=O)O)cc1-c1ccc(C(F)(F)F)cc1CN1C(=O)OC(c2ccccc2)C1C. As a reaction SMILES: [CH2:1]([CH3:2])[O:3][C:4]([CH2:5][c:6]1[cH:7][c:8](-[c:15]2[c:16]([CH2:25][N:26]3[C:27](=[O:38])[O:28][CH:29]([c:32]4[cH:33][cH:34][cH:35][cH:36][cH:37]4)[CH:30]3[CH3:31])[cH:17][c:18]([C:21]([F:22])([F:23])[F:24])[cH:19][cH:20]2)[c:9]([O:12][CH2:13][CH3:14])[cH:10][cH:11]1)=[O:39].[CH3:42][OH:43].[Li+:40].[OH-:41]>>[O:3]=[C:4]([CH2:5][c:6]1[cH:7][c:8](-[c:15]2[c:16]([CH2:25][N:26]3[C:27](=[O:38])[O:28][CH:29]([c:32]4[cH:33][cH:34][cH:35][cH:36][cH:37]4)[CH:30]3[CH3:31])[cH:17][c:18]([C:21]([F:22])([F:23])[F:24])[cH:19][cH:20]2)[c:9]([O:12][CH2:13][CH3:14])[cH:10][cH:11]1)[OH:39]. Starting materials: ( 2H ), FC(C=1C=C(C#N)C=CC1)(F)F (3-Trifluoromethylbenzonitrile), FC(C(=O)N=C(C(F)(F)F)C(F)(F)F)(C(F)(F)F)F (2,2,3,3,3-pentafluoro-N-{2,2,2-trifluoro-1-(trifluoromethyl)ethylidene}propanamide), ( 1H ), ( 1H ). Solvent: C(C)OCC (diethyl ether). Run at time 6 hour. The product is FC(C(F)(F)F)(C=1OC(=NC(N1)(C(F)(F)F)C(F)(F)F)C1=CC(=CC=C1)C(F)(F)F)F (2-Pentafluoroethyl-4,4-bis(trifluoromethyl)-6-(3-trifluoromethyl-phenyl)-4H-1,3,5-oxadiazine). RXN SMILES: [F:1][C:2]([F:12])([F:11])[C:3]1[CH:4]=[C:5]([CH:8]=[CH:9][CH:10]=1)[C:6]#[N:7].[F:13][C:14]([F:31])([C:27]([F:30])([F:29])[F:28])[C:15]([N:17]=[C:18]([C:23]([F:26])([F:25])[F:24])[C:19]([F:22])([F:21])[F:20])=[O:16]>C(OCC)C>[F:13][C:14]([F:31])([C:15]1[O:16][C:6]([C:5]2[CH:8]=[CH:9][CH:10]=[C:3]([C:2]([F:11])([F:12])[F:1])[CH:4]=2)=[N:7][C:18]([C:19]([F:21])([F:22])[F:20])([C:23]([F:26])([F:24])[F:25])[N:17]=1)[C:27]([F:30])([F:29])[F:28]. Reported procedure: 3-Trifluoromethylbenzonitrile (1.69 g, 0.01 mole) and 2,2,3,3,3-pentafluoro-N-{2,2,2-trifluoro-1-(trifluoromethyl)ethylidene}propanamide (4.67 g, 0.015 mole) were dissolved in diethyl ether, sealed in an ampoule and kept at 60° C. for six hours. The solvent was evaporated and the residue distilled at reduced pressure to give a colorless oil, 4.4 g. (90 percent). PMR (CDCl3), 7.70 t (1H), 7.95 d (1H), 8.30 s&d (2H); 19F NMR, −45.68 (2F), −5.49 (3F), −10 (6F), 14.11 (3F). Starting materials: 100, [OH-].[Na+] (sodium hydroxide), FC(C=1C=CC=C2C(C(NC12)=O)=O)(F)F (7-trifluoromethylisatin), FC(C(=O)C)(F)F (1,1,1-trifluoroacetone), FC(C=1C=CC=C2C(C(NC12)=O)=O)(F)F (7-trifluoromethyl-isatin), Cl (hydrochloric acid). Run in O (water). Conditions: time 6 hour. Yields the product FC(C1=NC2=C(C=CC=C2C(=C1)C(=O)O)C(F)(F)F)(F)F (2,8-Bis-(trifluoromethyl)-quinoline-4-carboxylic acid). As a reaction SMILES: [OH-:1].[Na+].[F:3][C:4]([F:17])([F:16])[C:5]1[CH:6]=[CH:7][CH:8]=[C:9]2[C:13]=1[NH:12][C:11](=[O:14])[C:10]2=O.[F:18][C:19]([F:24])([F:23])[C:20]([CH3:22])=O.Cl>O>[F:18][C:19]([F:24])([F:23])[C:20]1[CH:22]=[C:10]([C:11]([OH:1])=[O:14])[C:9]2[C:13](=[C:5]([C:4]([F:17])([F:16])[F:3])[CH:6]=[CH:7][CH:8]=2)[N:12]=1 |f:0.1|. Procedure: A mixture of 100 parts by volume of water, 9.6 parts of sodium hydroxide, 43 parts of 7-trifluoromethylisatin and 26.8 parts of 1,1,1-trifluoroacetone is boiled for 6 hours, under atmospheric pressure, in a reaction vessel equipped with a stirrer, condenser, internal thermometer and feed device. The thin layer chromatogram of a sample taken after this reaction time and worked up with acid no longer shows any 7-trifluoromethyl-isatin. The batch is then allowed to cool, and 2 N hydrochloric acid i... Reactants: ice sodium chloride, aqueous solution, [OH-].[K+] (potassium hydroxide), CO[C@@H](C1=CC=CC=C1)C(=O)OCCC1=NSC=2NC(=C(C(C21)C2=CC(=CC=C2)[N+](=O)[O-])C(=O)OCC)C ((-)-ethyl 3-[2-((S)-alpha-methoxybenzylcarbonyloxy)ethyl]-6-methyl-4-(3-nitrophenyl)-4,7-dihydroisothiazolo[5,4-b]pyridine-5-carboxylate). The solvent is C(C)O (ethanol). Reaction conditions: time 5 minute. The product is OCCC1=NSC=2NC(=C(C(C21)C2=CC(=CC=C2)[N+](=O)[O-])C(=O)OCC)C ((-)-ethyl 3-(2-hydroxyethyl)-6-methyl-4-(3-nitrophenyl)-4,7-dihydroisothiazolo[5,4-b]pyridine-5-carboxylate). RXN SMILES: CO[C@H](C([O:12][CH2:13][CH2:14][C:15]1[C:23]2[CH:22]([C:24]3[CH:29]=[CH:28][CH:27]=[C:26]([N+:30]([O-:32])=[O:31])[CH:25]=3)[C:21]([C:33]([O:35][CH2:36][CH3:37])=[O:34])=[C:20]([CH3:38])[NH:19][C:18]=2[S:17][N:16]=1)=O)C1C=CC=CC=1.[OH-].[K+]>C(O)C>[OH:12][CH2:13][CH2:14][C:15]1[C:23]2[CH:22]([C:24]3[CH:29]=[CH:28][CH:27]=[C:26]([N+:30]([O-:32])=[O:31])[CH:25]=3)[C:21]([C:33]([O:35][CH2:36][CH3:37])=[O:34])=[C:20]([CH3:38])[NH:19][C:18]=2[S:17][N:16]=1 |f:1.2|. Reported procedure: In an argon stream, 5 ml of ethanol was added to 175 mg (0.329 mM) of (-)-ethyl 3-[2-((S)-alpha-methoxybenzylcarbonyloxy)ethyl]-6-methyl-4-(3-nitrophenyl)-4,7-dihydroisothiazolo[5,4-b]pyridine-5-carboxylate obtained in Example 55 to form a solution. While the solution was cooled with ice-sodium chloride, 7 ml of a 7% aqueous solution of potassium hydroxide was added, and the mixture was stirred at the above temperature for 5 minutes. The reaction mixture was extracted with ethyl acetate. The eth... Reactants: C1CCOC1, COc1cc2ncnc(Sc3cccc(N)c3)c2cc1OC, CCOCC, CN(C)c1ccncc1, CC(C)(c1cc(NC(=O)Oc2ccc(Cl)cc2)on1)C(F)(F)F. Product: COc1cc2ncnc(Sc3cccc(NC(=O)Nc4cc(C(C)(C)C(F)(F)F)no4)c3)c2cc1OC. Reaction SMILES: [CH2:51]1[O:52][CH2:53][CH2:54][CH2:55]1.[CH3:1][O:2][c:3]1[cH:4][c:5]2[c:6]([S:15][c:16]3[cH:17][c:18]([NH2:19])[cH:20][cH:21][cH:22]3)[n:7][cH:8][n:9][c:10]2[cH:11][c:12]1[O:13][CH3:14].[CH3:46][CH2:47][O:48][CH2:49][CH3:50].[CH3:56][N:57]([CH3:58])[c:59]1[cH:60][cH:61][n:62][cH:63][cH:64]1.[F:23][C:24]([C:25]([CH3:26])([CH3:27])[c:28]1[n:29][o:30][c:31]([NH:33][C:34]([O:35][c:37]2[cH:38][cH:39][c:40]([Cl:41])[cH:42][cH:43]2)=[O:36])[cH:32]1)([F:44])[F:45]>>[CH3:1][O:2][c:3]1[cH:4][c:5]2[c:6]([S:15][c:16]3[cH:17][c:18]([NH:19][C:34]([NH:33][c:31]4[o:30][n:29][c:28]([C:25]([C:24]([F:23])([F:44])[F:45])([CH3:26])[CH3:27])[cH:32]4)=[O:35])[cH:20][cH:21][cH:22]3)[n:7][cH:8][n:9][c:10]2[cH:11][c:12]1[O:13][CH3:14]. Starting materials: COc1ccc(Br)cn1, [Li]CCCC, CCOCC, CC=O. Yields the product COc1ccc(C(C)O)cn1. Reaction SMILES: [Br:1][c:2]1[cH:3][cH:4][c:5]([O:8][CH3:9])[n:6][cH:7]1.[CH3:10][CH2:11][CH2:12][CH2:13][Li:14].[CH3:18][CH2:19][O:20][CH2:21][CH3:22].[CH:15]([CH3:16])=[O:17]>>[c:2]1([CH:15]([CH3:16])[OH:17])[cH:3][cH:4][c:5]([O:8][CH3:9])[n:6][cH:7]1.